This data is from the Open Reaction Database (ORD), a public repository of structured organic reaction records. The task is: describe an organic reaction: reactants, conditions, products, and yield The reactants are OC1(C=2C=CN3C2C(=CC1CCC1=CC=CC=C1)CNC(C3)C(=O)OC(C)(C)C)C(F)(F)F (tert-butyl 7-hydroxy-6-phenethyl-7-(trifluoromethyl)-3,4,6,7-tetrahydro-[1,4]diazepino[6,7,1-hi]indole-2(1H)-carboxylate), C(Cl)Cl.FC(C(=O)O)(F)F (CH2Cl2 trifluoroacetic acid). The product is FC(C(=O)O)(F)F.C(CC1=CC=CC=C1)C1(C(C=2C=CN3C2C(=C1)CNCC3)C(F)(F)F)O (6-phenethyl-7-(trifluoromethyl)-1,2,3,4,6,7-hexahydro-[1,4]diazepino[6,7,1-hi]indol-6-ol trifluoroacetate). As a reaction SMILES: O[C:2]1([C:30]([F:33])([F:32])[F:31])[CH:10]([CH2:11][CH2:12][C:13]2[CH:18]=[CH:17][CH:16]=[CH:15][CH:14]=2)[CH:9]=[C:8]2[CH2:19][NH:20][CH:21](C(OC(C)(C)C)=O)[CH2:22][N:6]3[C:7]2=[C:3]1[CH:4]=[CH:5]3.C(Cl)Cl.[F:37][C:38]([F:43])([F:42])[C:39]([OH:41])=[O:40]>>[F:37][C:38]([F:43])([F:42])[C:39]([OH:41])=[O:40].[CH2:11]([C:10]1([OH:40])[CH:9]=[C:8]2[CH2:19][NH:20][CH2:21][CH2:22][N:6]3[C:7]2=[C:3]([CH:4]=[CH:5]3)[CH:2]1[C:30]([F:31])([F:32])[F:33])[CH2:12][C:13]1[CH:18]=[CH:17][CH:16]=[CH:15][CH:14]=1 |f:1.2,3.4|. Procedure details: The Boc group was removed from tert-butyl 7-hydroxy-6-phenethyl-7-(trifluoromethyl)-3,4,6,7-tetrahydro-[1,4]diazepino[6,7,1-hi]indole-2(1H)-carboxylate (138 mg, 0.3 mmol) (prepared as in Example 2 above) under standard conditions (CH2Cl2/trifluoroacetic acid) yielded 6-phenethyl-7-(trifluoromethyl)-1,2,3,4,6,7-hexahydro-[1,4]diazepino[6,7,1-hi]indol-6-ol trifluoroacetate, which was dissolved in THF (5 mL) and the resulting mixture was cooled to 0° C. Triethylamine (3.75 eq) was added, followed b... The reactants are 1D, BrC1=C2C(C(N(C2=CC=C1)CCCCC)=O)(C1=CC2=C(OCO2)C=C1O)O (4-bromo-3-hydroxy-3-(6-hydroxy-1,3-benzodioxol-5-yl)-1-pentyl-1,3-dihydro-2H-indol-2-one), BrC1=C2C(C(NC2=CC=C1)=O)(C=1C(=CC2=C(CCO2)C1)O)O (4-bromo-3-hydroxy-3-(6-hydroxy-2,3-dihydro-1-benzofuran-5-yl)-1,3-dihydro-2H-indol-2-one). The product is BrC1=C2C(C(NC2=CC=C1)=O)C=1C(=CC2=C(CCO2)C1)O (4-bromo-3-(6-hydroxy-2,3-dihydro-1-benzofuran-5-yl)-1,3-dihydro-2H-indol-2-one). RXN SMILES: BrC1C=CC=C2C=1C(O)(C1C(O)=CC3OCOC=3C=1)C(=O)N2CCCCC.[Br:28][C:29]1[CH:37]=[CH:36][CH:35]=[C:34]2[C:30]=1[C:31](O)([C:39]1[C:40]([OH:48])=[CH:41][C:42]3[O:46][CH2:45][CH2:44][C:43]=3[CH:47]=1)[C:32](=[O:38])[NH:33]2>>[Br:28][C:29]1[CH:37]=[CH:36][CH:35]=[C:34]2[C:30]=1[CH:31]([C:39]1[C:40]([OH:48])=[CH:41][C:42]3[O:46][CH2:45][CH2:44][C:43]=3[CH:47]=1)[C:32](=[O:38])[NH:33]2. Reported procedure: Following the procedure as described in PREPARATION 1D, and making non-critical variations to replace 4-bromo-3-hydroxy-3-(6-hydroxy-1,3-benzodioxol-5-yl)-1-pentyl-1,3-dihydro-2H-indol-2-one with 4-bromo-3-hydroxy-3-(6-hydroxy-2,3-dihydro-1-benzofuran-5-yl)-1,3-dihydro-2H-indol-2-one, the title compound was obtained (62%) as a solid: MS (ES+) m/z 346.5 (M+1), 348.5 (M+1). Product: CC(C)(C)[Si](C)(C)OCC1CC(n2cnc3c(Cl)ncnc32)CC1O. RXN SMILES: [C:19]([CH3:20])([CH3:21])([CH3:22])[Si:23]([CH3:24])([CH3:25])[Cl:26].[Cl:1][c:2]1[c:3]2[n:4][cH:5][n:6]([CH:11]3[CH2:12][CH:13]([CH2:17][OH:18])[CH:14]([OH:16])[CH2:15]3)[c:7]2[n:8][cH:9][n:10]1.[O:32]=[CH:33][N:34]([CH3:35])[CH3:36].[nH:27]1[cH:28][cH:29][n:30][cH:31]1>>[Cl:1][c:2]1[c:3]2[n:4][cH:5][n:6]([CH:11]3[CH2:12][CH:13]([CH2:17][O:18][Si:23]([C:19]([CH3:20])([CH3:21])[CH3:22])([CH3:24])[CH3:25])[CH:14]([OH:16])[CH2:15]3)[c:7]2[n:8][cH:9][n:10]1. Starting materials: CC(C)(C)[Si](C)(C)Cl, OCC1CC(n2cnc3c(Cl)ncnc32)CC1O, CN(C)C=O, c1c[nH]cn1.